Dataset: the Open Reaction Database (ORD), a public repository of structured organic reaction records. Task: describe an organic reaction: reactants, conditions, products, and yield The reactants are CN(C1CCOCC1)CC1=CC=C(N)C=C1 (4-[[N-methyl-N-(tetrahydropyran-4-yl)amino]methyl]aniline), CN(C)C=O (DMF), C(C)N1N=CC(=C1)CN1CCC(=CC2=C1C=CC(=C2)C2=CC=C(C=C2)OCCC)C(=O)O (1-[(1-ethylpyrazol-4-yl)methyl]-7-(4-propoxyphenyl)-2,3-dihydro-1-benzazepine-4-carboxylic acid), S(=O)(Cl)Cl (thionyl chloride). The solvent is ClCCl (dichloromethane), C(C)N(CC)CC (triethylamine), O (water), ClCCl (dichloromethane). Run at time 1 hour. Yields the product C(C)N1N=CC(=C1)CN1CCC(=CC2=C1C=CC(=C2)C2=CC=C(C=C2)OCCC)C(=O)NC2=CC=C(C=C2)CN(C2CCCOC2)C (1-[(1-ethylpyrazol-4-yl)methyl]-N-[4-[[N-methyl-N-(tetrahydropyran-5-yl)amino]methyl]phenyl]-7-(4-propoxyphenyl)-2,3-dihydro-1-benzazepine-4-carboxamide). RXN SMILES: CN([CH:4]=[O:5])C.[CH2:6]([N:8]1[CH:12]=[C:11]([CH2:13][N:14]2[C:20]3[CH:21]=[CH:22][C:23]([C:25]4[CH:30]=[CH:29][C:28]([O:31][CH2:32][CH2:33][CH3:34])=[CH:27][CH:26]=4)=[CH:24][C:19]=3[CH:18]=[C:17]([C:35]([OH:37])=O)[CH2:16][CH2:15]2)[CH:10]=[N:9]1)[CH3:7].S(Cl)(Cl)=O.[CH3:42][N:43]([CH2:50][C:51]1[CH:57]=[CH:56][C:54]([NH2:55])=[CH:53][CH:52]=1)[CH:44]1[CH2:49][CH2:48]OC[CH2:45]1>ClCCl.O.C(N(CC)CC)C>[CH2:6]([N:8]1[CH:12]=[C:11]([CH2:13][N:14]2[C:20]3[CH:21]=[CH:22][C:23]([C:25]4[CH:30]=[CH:29][C:28]([O:31][CH2:32][CH2:33][CH3:34])=[CH:27][CH:26]=4)=[CH:24][C:19]=3[CH:18]=[C:17]([C:35]([NH:55][C:54]3[CH:53]=[CH:52][C:51]([CH2:50][N:43]([CH3:42])[CH:44]4[CH2:45][O:5][CH2:4][CH2:48][CH2:49]4)=[CH:57][CH:56]=3)=[O:37])[CH2:16][CH2:15]2)[CH:10]=[N:9]1)[CH3:7]. Reported procedure: One droplet of DMF was added to a solution of 1-[(1-ethylpyrazol-4-yl)methyl]-7-(4-propoxyphenyl)-2,3-dihydro-1-benzazepine-4-carboxylic acid (330 mg) in dichloromethane (15 ml). Then, thionyl chloride (118 mg) was added thereto at 0° C., the temperature was returned to room temperature, and the mixture was stirred for 1 hour under nitrogen atmosphere. Then, this solution was added to a solution of 4-[[N-methyl-N-(tetrahydropyran-4-yl)amino]methyl]aniline (219 mg) and triethylamine (2.01 g) in d... Reactants: COCCOC, CN=C=O, CCC(C)c1csc(N)c1C#N. Product: CCC(C)c1csc(NC(=O)NC)c1C#N. Reaction SMILES: [CH2:17]([CH2:18][O:19][CH3:20])[O:21][CH3:22].[CH3:13][N:14]=[C:15]=[O:16].[NH2:1][c:2]1[s:3][cH:4][c:5]([CH:9]([CH3:10])[CH2:11][CH3:12])[c:6]1[C:7]#[N:8]>>[NH:1]([c:2]1[s:3][cH:4][c:5]([CH:9]([CH3:10])[CH2:11][CH3:12])[c:6]1[C:7]#[N:8])[C:15]([NH:14][CH3:13])=[O:16]. The reactants are CC1=NOC(=N1)C1=C(C(=O)O)C=CC=C1 (2-(3-methyl-1,2,4-oxadiazol-5-yl)benzoic acid), CC1=NC(=C(C(=O)O)C=C1)N1N=CC=N1 (6-methyl-2-(2H-1,2,3-triazol-2-yl)nicotinic acid), Cl.FC(C1=NC(=NC=C1)OCC1C2CCC(C1)N2)(F)F ((±)-2-(((4-(trifluoromethyl)pyrimidin-2-yl)oxy)methyl)-7-azabicyclo[2.2.1]heptane hydrochloride). Product: FC(C1=NC(=NC=C1)OCC1C2CCC(C1)N2C(=O)OC(C)(C)C)(F)F ((±)-tert-butyl 2-(((4-(trifluoromethyl)pyrimidin-2-yl)oxy)methyl)-7-azabicyclo[2.2.1]heptane-7-carboxylate). Reaction SMILES: CC1N=C([C:7]2C=CC=[CH:12][C:8]=2[C:9](O)=O)ON=1.CC1C=CC([C:21]([OH:23])=[O:22])=C(N2N=CC=N2)N=1.Cl.[F:32][C:33]([F:50])([F:49])[C:34]1[CH:39]=[CH:38][N:37]=[C:36]([O:40][CH2:41][CH:42]2[CH2:47][CH:46]3[NH:48][CH:43]2[CH2:44][CH2:45]3)[N:35]=1>>[F:50][C:33]([F:49])([F:32])[C:34]1[CH:39]=[CH:38][N:37]=[C:36]([O:40][CH2:41][CH:42]2[CH2:47][CH:46]3[N:48]([C:21]([O:23][C:8]([CH3:7])([CH3:9])[CH3:12])=[O:22])[CH:43]2[CH2:44][CH2:45]3)[N:35]=1 |f:2.3|. Procedure details: Prepared analogous to example 127 substituting 2-(3-methyl-1,2,4-oxadiazol-5-yl)benzoic acid with 6-methyl-2-(2H-1,2,3-triazol-2-yl)nicotinic acid with the title compound of step B. MS (ESI) mass calcd. for C21H20F3N7O2, 459.2; m/z found 460.2 [M+H]+. 1H NMR (MeOD): 8.89-8.82 (m, 1H), 8.02-7.82 (m, 3H), 7.48-7.14 (m, 2H), 4.75-4.71 (m, 1H), 4.44-4.07 (m, 2H), 3.91-3.84 (m, 1H), 2.64-2.56 (m, 3H), 2.48-2.30 (m, 1H), 2.02-1.43 (m, 6H). RXN SMILES: [Br:15][c:16]1[c:17]([I:26])[c:18]([Br:25])[cH:19][c:20]([N+:22](=[O:23])[O-:24])[cH:21]1.[CH3:28][N:29]([CH3:30])[CH:31]=[O:32].[CH:1]([CH3:2])([CH3:3])[c:4]1[cH:5][c:6]([OH:12])[cH:7][cH:8][c:9]1[O:10][CH3:11].[Na+:14].[OH-:13].[OH2:27]>>[CH:1]([CH3:2])([CH3:3])[c:4]1[cH:5][c:6]([O:12][c:17]2[c:16]([Br:15])[cH:21][c:20]([N+:22](=[O:23])[O-:24])[cH:19][c:18]2[Br:25])[cH:7][cH:8][c:9]1[O:10][CH3:11]. Yields the product COc1ccc(Oc2c(Br)cc([N+](=O)[O-])cc2Br)cc1C(C)C. Starting materials: O=[N+]([O-])c1cc(Br)c(I)c(Br)c1, CN(C)C=O, COc1ccc(O)cc1C(C)C, [Na+], [OH-], O. Product: [Cu](I)I (CuI), FC(C(=O)NCCOCC#C)(F)F (3-(N-trifluoroacetyl-2-aminoethoxy)prop-1-yne), C1CCC2=NCCCN2CC1 (DBU). The reactants are [Si](C)(C)(C(C)(C)C)OOC[C@@H]1CC[C@@H](O1)N1C(=O)NC(=O)C(=C1)CBr (5′-O-tert-butyldimethylsilyloxy-5-bromomethyl-2′,3′-dideoxyuridine), CCCCCCC=CCCC (undec-7-ene), [C-]#[C-] (acetylide), alkyne, alkyne, [Si](C)(C)(C(C)(C)C)OOC[C@@H]1CC[C@@H](O1)N1C(=O)NC(=O)C(=C1)CC#CCOCCNC(C(F)(F)F)=O (5′-O-tert-butyldimethylsilyloxy-(5-(4-(N-trifluoroacetyl-2-aminoethoxy)but-2-yn-1-yl))-2′,3′-dideoxyuridine), FC(C(=O)NCCOCC#C)(F)F (3-(N-trifluoroacetyl-2-aminoethoxy)prop-1-yne), [Cu](I)I (copper iodide), alkyl halide, [Cu] (copper). Reaction SMILES: [Si](OO[CH2:10][C@H:11]1O[C@@H:14]([N:16]2[CH:23]=[C:22](CBr)[C:20](=O)[NH:19][C:17]2=O)[CH2:13][CH2:12]1)(C(C)(C)C)(C)C.[Cu].[Cu:27]([I:29])[I:28].[F:30][C:31]([F:42])([F:41])[C:32]([NH:34][CH2:35][CH2:36][O:37][CH2:38][C:39]#[CH:40])=[O:33].CCCCCCC=CCCC.[Si](OOC[C@H]1O[C@@H](N2C=C(CC#CCOCCNC(=O)C(F)(F)F)C(=O)NC2=O)CC1)(C(C)(C)C)(C)C.[C-]#[C-]>>[Cu:27]([I:29])[I:28].[F:30][C:31]([F:41])([F:42])[C:32]([NH:34][CH2:35][CH2:36][O:37][CH2:38][C:39]#[CH:40])=[O:33].[CH2:12]1[CH2:13][CH2:14][N:16]2[C:17](=[N:19][CH2:20][CH2:22][CH2:23]2)[CH2:10][CH2:11]1. Procedure: Next, 5′-O-tert-butyldimethylsilyloxy-5-bromomethyl-2′,3′-dideoxyuridine (3) can be coupled with an alkyne, in this case 3-(N-trifluoroacetyl-2-aminoethoxy)prop-1-yne, to form the 5′-O-tert-butyldimethylsilyloxy-(5-(4-(N-trifluoroacetyl-2-aminoethoxy)but-2-yn-1-yl))-2′,3′-dideoxyuridine (4). It will be readily appreciated by one of skill in the art that the coupling of an alkyl halide with an alkyne can be carried out by a number of methods known in the art. Without being limiting in any way, on... Reactants: CCCCc1cc2ccccc2o1, ClCCl, COc1c(C)cc(C(=O)O)cc1C, [Cl-], [Cl-], O. Product: CCCCc1oc2ccccc2c1C(=O)c1cc(C)c(OC)c(C)c1. RXN SMILES: [CH2:1]([CH2:2][CH2:3][CH3:4])[c:5]1[o:6][c:7]2[c:8]([cH:9]1)[cH:10][cH:11][cH:12][cH:13]2.[CH2:28]([Cl:29])[Cl:30].[CH3:15][c:16]1[cH:17][c:18]([C:19](=[O:20])[OH:21])[cH:22][c:23]([CH3:27])[c:24]1[O:25][CH3:26].[Cl-:14].[Cl-:31].[OH2:32]>>[CH2:1]([CH2:2][CH2:3][CH3:4])[c:5]1[o:6][c:7]2[c:8]([c:9]1[C:19]([c:18]1[cH:17][c:16]([CH3:15])[c:24]([O:25][CH3:26])[c:23]([CH3:27])[cH:22]1)=[O:20])[cH:10][cH:11][cH:12][cH:13]2.